Dataset: the Open Reaction Database (ORD), a public repository of structured organic reaction records. Task: describe an organic reaction: reactants, conditions, products, and yield The reactants are C=1C=CC2=C(C1)N=NN2O (HOBt), C(C)(=O)C=1SC(=CC1)Cl (2-acetyl-5-chlorothiophene), Intermediate 15, Cl.FC1=C(OC2CCNCC2)C=C(C=C1)F (4-(2,5-difluoro-phenoxy)-piperidine hydrochloride), CCN(C(C)C)C(C)C (DIPEA), ClC1=CC=C(S1)C1=CC(=NN1)C(=O)NCC(=O)O ({[5-(5-chloro-thiophen-2-yl)-1H-pyrazole-3-carbonyl]-amino}-acetic acid), Intermediate 30, CCN=C=NCCCN(C)C.Cl (EDCI.HCl). The solvent is O (water), CN(C)C=O (DMF). Conditions: time 8 hour. Product: FC1=C(OC2CCN(CC2)C(CNC(=O)C2=NNC(=C2)C=2SC(=CC2)Cl)=O)C=C(C=C1)F (5-(5-chloro-thiophen-2-yl)-1H-pyrazole-3-carboxylic acid {2-[4-(2,5-difluoro-phenoxy)-piperidin-1-yl]-2-oxo-ethyl}-amide). The yield is 62.4%. As a reaction SMILES: CCN(C(C)C)C(C)C.[Cl:10][C:11]1[S:15][C:14]([C:16]2[NH:20][N:19]=[C:18]([C:21]([NH:23][CH2:24][C:25]([OH:27])=O)=[O:22])[CH:17]=2)=[CH:13][CH:12]=1.C(C1SC(Cl)=CC=1)(=O)C.C1C=CC2N(O)N=NC=2C=1.CCN=C=NCCCN(C)C.Cl.Cl.[F:60][C:61]1[CH:73]=[CH:72][C:71]([F:74])=[CH:70][C:62]=1[O:63][CH:64]1[CH2:69][CH2:68][NH:67][CH2:66][CH2:65]1>CN(C=O)C.O>[F:60][C:61]1[CH:73]=[CH:72][C:71]([F:74])=[CH:70][C:62]=1[O:63][CH:64]1[CH2:65][CH2:66][N:67]([C:25](=[O:27])[CH2:24][NH:23][C:21]([C:18]2[CH:17]=[C:16]([C:14]3[S:15][C:11]([Cl:10])=[CH:12][CH:13]=3)[NH:20][N:19]=2)=[O:22])[CH2:68][CH2:69]1 |f:4.5,6.7|. Procedure details: DIPEA (120 mg, 0.98 mmol) was added to a stirred solution of {[5-(5-chloro-thiophen-2-yl)-1H-pyrazole-3-carbonyl]-amino}-acetic acid (80 mg, 0.28 mmol) (prepared by the method used for the synthesis of Intermediate 30, starting from 2-acetyl-5-chlorothiophene) in DMF (2 mL) followed by HOBt (40 mg, 0.29 mmol) and EDCI.HCl (56 mg, 0.29 mmol). After 5 minutes 4-(2,5-difluoro-phenoxy)-piperidine hydrochloride (70 mg, 0.28 mmol) (prepared by method used for the synthesis of Intermediate 15) was adde...